Dataset: the Open Reaction Database (ORD), a public repository of structured organic reaction records. Task: describe an organic reaction: reactants, conditions, products, and yield Starting materials: CC=1C=CC(=C(C1)O)[N+](=O)[O-] (5-Methyl-2-nitrophenol), C([O-])([O-])=O.[K+].[K+] (potassium carbonate), CCOCC (ether). The reagents and catalysts are C(Br)C1CO1 (epibromohydrine). Run in CN(C)C=O (DMF). Reaction conditions: temperature 100 celsius, time 2.5 hour. Yields the product CC=1C=CC(=C(OCC2OC2)C1)[N+](=O)[O-] (2-[(5-Methyl-2-nitrophenoxy)methyl]oxirane). The yield is 83.0%. As a reaction SMILES: [CH3:1][C:2]1[CH:3]=[CH:4][C:5]([N+:9]([O-:11])=[O:10])=[C:6]([OH:8])[CH:7]=1.C(=O)([O-])[O-].[K+].[K+].C[CH2:19][O:20][CH2:21][CH3:22]>CN(C=O)C.C(C1OC1)Br>[CH3:1][C:2]1[CH:3]=[CH:4][C:5]([N+:9]([O-:11])=[O:10])=[C:6]([CH:7]=1)[O:8][CH2:22][CH:21]1[CH2:19][O:20]1 |f:1.2.3|. Procedure: A mixture of 5-Methyl-2-nitrophenol (7.7 g, 50 mmol), potassium carbonate (13.8 g, 0.1 mmol) and epibromohydrine (8.25 mL, 0.1 mmol) was dissolved in DMF (100 mL) and stirred 2-3 h at 100° C. under an atmosphere of nitrogen. The mixture was diluted with ether (0.5L) and extracted with water until pH=7. The organic phase was evaporated and the residue was purified by flash-chromatography on silica (DCM) to give the sub-title compound as a yellow solid (8.65 g, 83%). Starting materials: COC(=O)CC(C)=O, CCCCCC, NCc1ccccc1. The product is COC(=O)C=C(C)NCc1ccccc1. RXN SMILES: [C:9]([CH2:10][C:11](=[O:12])[CH3:13])(=[O:14])[O:15][CH3:16].[CH3:17][CH2:18][CH2:19][CH2:20][CH2:21][CH3:22].[NH2:1][CH2:2][c:3]1[cH:4][cH:5][cH:6][cH:7][cH:8]1>>[NH:1]([CH2:2][c:3]1[cH:4][cH:5][cH:6][cH:7][cH:8]1)[C:11](=[CH:10][C:9](=[O:14])[O:15][CH3:16])[CH3:13]. Reactants: C(C1=CC=CC=C1)NC1=CC=C(C=C1)CC1=CN(C2=NC=CC=C21)[Si](C(C)C)(C(C)C)C(C)C (Benzyl-[4-(1-triisopropylsilanyl-1H-pyrrolo[2,3-b]pyridin-3-ylmethyl)-phenyl]-amine), [H][H] (hydrogen). The reagents and catalysts are [OH-].[Pd+2].[OH-] (palladium hydroxide). Run in CO (methanol). Yields the product C(C)(C)[Si](N1C=C(C=2C1=NC=CC2)CC2=CC=C(C=C2)N)(C(C)C)C(C)C (4-(1-Triisopropylsilanyl-1H-pyrrolo[2,3-b]pyridin-3-ylmethyl)-phenylamine). RXN SMILES: C([NH:8][C:9]1[CH:14]=[CH:13][C:12]([CH2:15][C:16]2[C:24]3[C:19](=[N:20][CH:21]=[CH:22][CH:23]=3)[N:18]([Si:25]([CH:32]([CH3:34])[CH3:33])([CH:29]([CH3:31])[CH3:30])[CH:26]([CH3:28])[CH3:27])[CH:17]=2)=[CH:11][CH:10]=1)C1C=CC=CC=1.[H][H]>[OH-].[Pd+2].[OH-].CO>[CH:32]([Si:25]([CH:26]([CH3:28])[CH3:27])([CH:29]([CH3:31])[CH3:30])[N:18]1[C:19]2=[N:20][CH:21]=[CH:22][CH:23]=[C:24]2[C:16]([CH2:15][C:12]2[CH:11]=[CH:10][C:9]([NH2:8])=[CH:14][CH:13]=2)=[CH:17]1)([CH3:33])[CH3:34] |f:2.3.4|. Reported procedure: Benzyl-[4-(1-triisopropylsilanyl-1H-pyrrolo[2,3-b]pyridin-3-ylmethyl)-phenyl]-amine (112, 210.0 mg, 0.447 mmol), methanol (15.0 mL) and palladium hydroxide (30.0 mg, 0.214 mmol) were combined. The reaction mixture was hydrogenated under under an atmosphere of hydrogen (1 atm) at room temperature for 2 hours. Filtration and concentration gave the compound (113, 154 mg, 91%). Reactants: CI, [H-], [Na+], CN(C)C=O, O=C(Nc1ccccc1)N1CCN(Cc2ccc(Br)c(Br)c2)CC1. Product: CN(C(=O)N1CCN(Cc2ccc(Br)c(Br)c2)CC1)c1ccccc1. As a reaction SMILES: [CH3:27][I:28].[H-:26].[Na+:25].[O:29]=[CH:30][N:31]([CH3:32])[CH3:33].[c:1]1([NH:7][C:8](=[O:9])[N:10]2[CH2:11][CH2:12][N:13]([CH2:16][c:17]3[cH:18][c:19]([Br:24])[c:20]([Br:23])[cH:21][cH:22]3)[CH2:14][CH2:15]2)[cH:2][cH:3][cH:4][cH:5][cH:6]1>>[c:1]1([N:7]([C:8](=[O:9])[N:10]2[CH2:11][CH2:12][N:13]([CH2:16][c:17]3[cH:18][c:19]([Br:24])[c:20]([Br:23])[cH:21][cH:22]3)[CH2:14][CH2:15]2)[CH3:27])[cH:2][cH:3][cH:4][cH:5][cH:6]1. Reactants: solid, Cl.Cl.O1CCC2=C1C=CC=C2C2CCN(CC2)CC[C@@H]2CC[C@H](CC2)N (trans-4-{2-[4-(2,3-dihydro-benzofuran-4-yl)-piperidin-1-yl]-ethyl}-cyclohexylamine dihydrochloride), Cl.Cl.O1CCC2=C1C=CC=C2C2CCN(CC2)CC[C@@H]2CC[C@H](CC2)N (trans-4-{2-[4-(2,3-dihydro-benzofuran-4-yl)-piperidin-1-yl]-ethyl}-cyclohexylamine dihydrochloride), CC(CCC(=O)O)C (4-methyl-pentanoic acid). The product is O1CCC2=C1C=CC=C2C2CCN(CC2)CC[C@@H]2CC[C@H](CC2)NC(CCC(C)C)=O (4-Methyl-pentanoic acid trans-(4-{2-[4-(2,3-dihydro-benzofuran-4-yl)-piperidin-1-yl]-ethyl}-cyclohexyl)-amide). Reaction SMILES: Cl.Cl.[O:3]1[C:7]2[CH:8]=[CH:9][CH:10]=[C:11]([CH:12]3[CH2:17][CH2:16][N:15]([CH2:18][CH2:19][C@H:20]4[CH2:25][CH2:24][C@H:23]([NH2:26])[CH2:22][CH2:21]4)[CH2:14][CH2:13]3)[C:6]=2[CH2:5][CH2:4]1.[CH3:27][CH:28]([CH3:34])[CH2:29][CH2:30][C:31](O)=[O:32]>>[O:3]1[C:7]2[CH:8]=[CH:9][CH:10]=[C:11]([CH:12]3[CH2:17][CH2:16][N:15]([CH2:18][CH2:19][C@H:20]4[CH2:21][CH2:22][C@H:23]([NH:26][C:31](=[O:32])[CH2:30][CH2:29][CH:28]([CH3:34])[CH3:27])[CH2:24][CH2:25]4)[CH2:14][CH2:13]3)[C:6]=2[CH2:5][CH2:4]1 |f:0.1.2|. Reported procedure: The title compound, white solid (77 mg, 73%), MS (ISP) m/z=427.4 [(M+H)+], mp 188° C., was prepared in accordance with the general method of example 1 from trans-4-{2-[4-(2,3-dihydro-benzofuran-4-yl)-piperidin-1-yl]-ethyl}-cyclohexylamine dihydro chloride (intermediate B) (100 mg, 0.25 mmol) and 4-methyl-pentanoic acid. Reactants: C1(=CC=CC=C1)B(O)O (phenylboronic acid), O.O.O.O.O.O.O.O.[OH-].[Ba+2].[OH-] (barium hydroxide octahydrate), C(CCC)C=1OC2=C(C1C(C1=CC(=C(C(=C1)I)OCOCCOC)I)=O)C=CC=C2 (2-n-butyl-3-(4-[(2-methoxyethoxy)methoxy]-3,5-diiodobenzoyl)benzofuran). Reagents/catalysts: C(C)(=O)[O-].[Pd+2].C(C)(=O)[O-] (palladium (II) acetate). Run in COCCOC.O (DME H2O), COCCOC.O (DME H2O), CCOCC (ether). Run at temperature 80 celsius. The product is C(CCC)C=1OC2=C(C1C(=O)C=1C=C(C(=C(C1)C1=CC=CC=C1)OCOCCOC)C1=CC=CC=C1)C=CC=C2 ((2-n-Butyl-benzofuran-3-yl)-(2′-[(2-methoxyethoxy)methoxy]-[1,1′;3′,1″]terphenyl-5′-yl)-methanone). Isolated yield 42.1%. As a reaction SMILES: [C:1]1(B(O)O)[CH:6]=[CH:5][CH:4]=[CH:3][CH:2]=1.O.O.O.O.O.O.O.O.[OH-].[Ba+2].[OH-].[CH2:21]([C:25]1[O:26][C:27]2[CH:50]=[CH:49][CH:48]=[CH:47][C:28]=2[C:29]=1[C:30](=[O:46])[C:31]1[CH:36]=[C:35](I)[C:34]([O:38][CH2:39][O:40][CH2:41][CH2:42][O:43][CH3:44])=[C:33](I)[CH:32]=1)[CH2:22][CH2:23][CH3:24]>COCCOC.O.CCOCC.C([O-])(=O)C.[Pd+2].C([O-])(=O)C>[CH2:21]([C:25]1[O:26][C:27]2[CH:50]=[CH:49][CH:48]=[CH:47][C:28]=2[C:29]=1[C:30]([C:31]1[CH:36]=[C:35]([C:1]2[CH:6]=[CH:5][CH:4]=[CH:3][CH:2]=2)[C:34]([O:38][CH2:39][O:40][CH2:41][CH2:42][O:43][CH3:44])=[C:33]([C:1]2[CH:6]=[CH:5][CH:4]=[CH:3][CH:2]=2)[CH:32]=1)=[O:46])[CH2:22][CH2:23][CH3:24] |f:1.2.3.4.5.6.7.8.9.10.11,13.14,16.17.18|. Procedure details: At ambient temperature, to a stirred mixture containing phenylboronic acid (0.454 g, 3.73 mmol), barium hydroxide octahydrate (1.60 g, 5.08 mmol) and palladium (II) acetate (7.60 mg, 0.0339 mmol) in DME:H2O (6:1, 20 mL) was added a solution of 2-n-butyl-3-(4-[(2-methoxyethoxy)methoxy]-3,5-diiodobenzoyl)benzofuran (1.07 g, 1.69 mmol) in DME:H2O (6:1, 20 mL). After the addition was complete, the reaction was heated at 80° C. for 16 h. The reaction was cooled to ambient temperature, diluted with et... The reactants are [Br-], Brc1cnc(-c2ccccc2)nc1, CC[Mg+], C1CCOC1, [Cl-], [Cl-], ClCCl, Ic1cn(C(c2ccccc2)(c2ccccc2)c2ccccc2)cn1, [Zn+2]. Yields the product c1ccc(-c2ncc(-c3cn(C(c4ccccc4)(c4ccccc4)c4ccccc4)cn3)cn2)cc1. RXN SMILES: [Br-:26].[Br:30][c:31]1[cH:32][n:33][c:34](-[c:37]2[cH:38][cH:39][cH:40][cH:41][cH:42]2)[n:35][cH:36]1.[CH2:27]([Mg+:28])[CH3:29].[CH2:43]1[O:44][CH2:45][CH2:46][CH2:47]1.[Cl-:51].[Cl-:53].[Cl:48][CH2:49][Cl:50].[I:1][c:2]1[n:3][cH:4][n:5]([C:7]([c:8]2[cH:9][cH:10][cH:11][cH:12][cH:13]2)([c:14]2[cH:15][cH:16][cH:17][cH:18][cH:19]2)[c:20]2[cH:21][cH:22][cH:23][cH:24][cH:25]2)[cH:6]1.[Zn+2:52]>>[c:2]1(-[c:31]2[cH:32][n:33][c:34](-[c:37]3[cH:38][cH:39][cH:40][cH:41][cH:42]3)[n:35][cH:36]2)[n:3][cH:4][n:5]([C:7]([c:8]2[cH:9][cH:10][cH:11][cH:12][cH:13]2)([c:14]2[cH:15][cH:16][cH:17][cH:18][cH:19]2)[c:20]2[cH:21][cH:22][cH:23][cH:24][cH:25]2)[cH:6]1.